Dataset: the Open Reaction Database (ORD), a public repository of structured organic reaction records. Task: describe an organic reaction: reactants, conditions, products, and yield The reactants are C1(O)=CC=C(O)C=C1 (hydroquinone), C(\C=C\C(=O)OCC)(=O)OCC (diethyl fumarate), C(C(C)O)O (1,2 propanediol). The reagents and catalysts are [Cl-].[Cl-].[Zn+2] (ZnCl2). Solvent: C(C)O (ethanol). Product: Poly(propylene fumarate), C(\C=C\C(=O)OCCCO)(=O)OCCCO (bis(hydroxypropyl) fumarate). As a reaction SMILES: [C:1]([O:10][CH2:11][CH3:12])(=[O:9])/[CH:2]=[CH:3]/[C:4]([O:6][CH2:7][CH3:8])=[O:5].C(O)[CH:14]([OH:16])C.[C:18]1(C=CC(O)=CC=1)[OH:19]>[Cl-].[Cl-].[Zn+2].C(O)C>[C:4]([O:6][CH2:7][CH2:8][CH2:18][OH:19])(=[O:5])/[CH:3]=[CH:2]/[C:1]([O:10][CH2:11][CH2:12][CH2:14][OH:16])=[O:9] |f:3.4.5|. Reported procedure: Poly(propylene fumarate) was synthesized following a two step procedure [11]. First, 1 mole of diethyl fumarate (Acros Organics, Pittsburgh, Pa.) and 3 moles of 1,2 propanediol (Acros Organics) were reacted using 0.01 moles ZnCl2 (Fisher Chemicals, Fair Lawn, N.J.) as a catalyst and 0.002 moles hydroquinone (Acros Organics) as a radical inhibitor. The reaction was run under a nitrogen blanket, producing bis(hydroxypropyl) fumarate as the main product and ethanol as a byproduct. Second, the bis(h... Starting materials: OC(C=C)CC=C (3-hydroxy-1,5-hexadiene), C(CCCC=C)=O (5-hexenal), C(CC(=O)O)(=O)O (malonic acid). The product is C(C=CCCCC=C)(=O)O (2,7-octadienoic acid). RXN SMILES: O[CH:2]([CH2:5][CH:6]=C)[CH:3]=[CH2:4].C(=O)CCCC=C.[C:15]([OH:21])(=[O:20])[CH2:16][C:17](O)=O>>[C:15]([OH:21])(=[O:20])[CH:16]=[CH:17][CH2:6][CH2:5][CH2:2][CH:3]=[CH2:4]. Procedure: The first step in the sequence in the pyrolysis of 3-hydroxy-1,5-hexadiene to prepare 5-hexenal which is reacted with malonic acid to form 2,7-octadienoic acid. The foregoing acid is esterified by treatment with diazomethane and the resulting methyl ester is reacted with the sodium salt of ethyl acetoacetate under the influence of sodium methoxide in a methanol menstruum to yield the sodium salt of methyl 6-(4pentenyl)-β-dihydroresorcylate. The dihydroresorcylate sodium salt is then brominated a... Starting materials: NC1=C(C=NC=C1[N+](=O)[O-])C (4-amino-3-methyl-5-nitropyridine), Cl (hydrochloric acid). The reagents and catalysts are [Fe] (iron). The solvent is C(C)O (ethanol), C(C)O (ethanol). Product: NC=1C=NC=C(C1N)C (3,4-diamino-5-methylpyridine). The yield is 60.1%. Reaction SMILES: [NH2:1][C:2]1[C:7]([N+:8]([O-])=O)=[CH:6][N:5]=[CH:4][C:3]=1[CH3:11].Cl>[Fe].C(O)C>[NH2:8][C:7]1[CH:6]=[N:5][CH:4]=[C:3]([CH3:11])[C:2]=1[NH2:1]. Procedure details: A mixture of 4-amino-3-methyl-5-nitropyridine (1.198 g), iron powder (1.748 g), ethanol (52 mL) and hydrochloric acid (13 mL) was heated to reflux for 3 hours. After cooling to room temperature the ethanol was distilled off and the resulting suspension was diluted with water to 50 mL and the pH was adjusted to 13 by addition of 2N NaOH. Extraction with ethyl acetate (3×70 mL), drying of the combined organic phases of anhydrous sodium sulphate and evaporation of the solvent afforded 0.579 g (60%)... Reactants: CC(C)(C)OC(=O)OC(C)(C)C, NCC1CCC(C(=O)O)CC1, [Na+], C1COCCO1, [OH-]. RXN SMILES: [C:14]([CH3:15])([CH3:16])([CH3:17])[O:18][C:19]([O:20][C:22]([CH3:23])([CH3:24])[CH3:25])=[O:21].[NH2:3][CH2:4][CH:5]1[CH2:6][CH2:7][CH:8]([C:11](=[O:12])[OH:13])[CH2:9][CH2:10]1.[Na+:2].[O:26]1[CH2:27][CH2:28][O:29][CH2:30][CH2:31]1.[OH-:1]>>[NH:3]([CH2:4][CH:5]1[CH2:6][CH2:7][CH:8]([C:11](=[O:12])[OH:13])[CH2:9][CH2:10]1)[C:19]([O:18][C:14]([CH3:15])([CH3:16])[CH3:17])=[O:20]. Yields the product CC(C)(C)OC(=O)NCC1CCC(C(=O)O)CC1. The reactants are C1CSCCN1, O=[N+]([O-])c1cc(F)c(OS(=O)(=O)C(F)(F)F)c(F)c1, C1CCOC1. The product is O=[N+]([O-])c1cc(F)c(N2CCSCC2)c(F)c1. RXN SMILES: [CH2:20]1[CH2:21][S:22][CH2:23][CH2:24][NH:25]1.[F:1][C:2]([F:3])([F:4])[S:5]([O:6][c:7]1[c:8]([F:17])[cH:9][c:10]([N+:14](=[O:15])[O-:16])[cH:11][c:12]1[F:13])(=[O:18])=[O:19].[O:26]1[CH2:27][CH2:28][CH2:29][CH2:30]1>>[c:7]1([N:25]2[CH2:20][CH2:21][S:22][CH2:23][CH2:24]2)[c:8]([F:17])[cH:9][c:10]([N+:14](=[O:15])[O-:16])[cH:11][c:12]1[F:13]. Reactants: C(C)(C)(C)N=NC1(CCCCC1)N=C=O (1-t-Butylazo-1-isocyanatocyclohexane), O (water), carbonyl, NNC(=O)NN (carbohydrazide), NNC(=O)NN (carbohydrazide), [N-]=C=O (isocyanate). Solvent: CCCCC (pentane), CO (methanol). Reaction conditions: time 8 hour. The product is C(C)(C)(C)N=NC1(CCCCC1)NC(=O)NNC(=O)NNC(=O)NC1(CCCCC1)N=NC(C)(C)C (1,5-Di[1-(t-butylazo)-cyclohexylaminocarbonyl]carbohydrazide). As a reaction SMILES: [NH2:1][NH:2][C:3]([NH:5][NH2:6])=[O:4].[C:7]([N:11]=[N:12][C:13]1([N:19]=[C:20]=[O:21])[CH2:18][CH2:17][CH2:16][CH2:15][CH2:14]1)([CH3:10])([CH3:9])[CH3:8].O.[N-:23]=[C:24]=[O:25]>CO.CCCCC>[C:7]([N:11]=[N:12][C:13]1([NH:19][C:20]([NH:1][NH:2][C:3]([NH:5][NH:6][C:24]([NH:23][C:13]2([N:12]=[N:11][C:7]([CH3:10])([CH3:9])[CH3:8])[CH2:18][CH2:17][CH2:16][CH2:15][CH2:14]2)=[O:25])=[O:4])=[O:21])[CH2:18][CH2:17][CH2:16][CH2:15][CH2:14]1)([CH3:10])([CH3:8])[CH3:9]. Reported procedure: To a slurry of 2.25 grams (.025 moles) of carbohydrazide in 30 ml of methanol stirred by a magnetic stirrer in a 50 ml erlenmeyer flask was added 10.5 grams (.05 moles) of 1-t-butylazo-1-isocyanatocyclohexane (from Example XVIII). The carbohydrazide slowly went into solution over 1 hour. The reaction solution was allowed to stand overnight at room temperature. The next morning the solution was poured into 200 ml water and the product extracted with methylene chloride. The methylene chloride extr... The product is Clc1cc(N2CCOCC2)cc(Cl)n1. Starting materials: C1COCCN1, CS(C)=O, Clc1cc(Cl)nc(Cl)c1, [H-], [Na+], O. RXN SMILES: [CH2:1]1[CH2:2][O:3][CH2:4][CH2:5][NH:6]1.[CH3:19][S:20]([CH3:21])=[O:22].[Cl:9][c:10]1[n:11][c:12]([Cl:17])[cH:13][c:14]([Cl:16])[cH:15]1.[H-:8].[Na+:7].[OH2:18]>>[CH2:1]1[CH2:2][O:3][CH2:4][CH2:5][N:6]1[c:14]1[cH:13][c:12]([Cl:17])[n:11][c:10]([Cl:9])[cH:15]1.